This data is from the Open Reaction Database (ORD), a public repository of structured organic reaction records. The task is: describe an organic reaction: reactants, conditions, products, and yield Reported procedure: In a manner similar to the method described in Examples 42d, rac-(2R,3S,4R,5S)-3-(3-chloro-2-fluoro-phenyl)-4-(4-chloro-2-fluoro-phenyl)-4-cyano-5-[2-(3,6-dihydro-2H-pyran-4-yl)-2-methyl-propyl]-pyrrolidine-2-carboxylic acid [2-((S)-2,2-dimethyl-[1,3]dioxolan-4-yl)-ethyl]-amide prepared in Example 129d (0.6 g, 0.9 mmol) was reacted with aqueous HCl solution (1 N, 3 mL, 3 mol) in tetrahydrofuran (7 mL) at room temperature for 2 h to give rac-(2R,3S,4R,5S)-3-(3-chloro-2-fluoro-phenyl)-4-(4-chloro-... Isolated yield 92.8%. Product: O[C@@H](CCNC(=O)C1NC(C(C1C1=C(C(=CC=C1)Cl)F)(C#N)C1=C(C=C(C=C1)Cl)F)CC(C)(C)C=1CCOCC1)CO (rac-(2R,3S,4R,5S)-3-(3-chloro-2-fluoro-phenyl)-4-(4-chloro-2-fluoro-phenyl)-4-cyano-5-[2-(3,6-dihydro-2H-pyran-4-yl)-2-methyl-propyl]-pyrrolidine-2-carboxylic acid ((S)-3,4-dihydroxy-butyl)-amide). Reaction SMILES: CC1(C)[O:6][C@@H:5]([CH2:7][CH2:8][NH:9][C:10]([CH:12]2[CH:16]([C:17]3[CH:22]=[CH:21][CH:20]=[C:19]([Cl:23])[C:18]=3[F:24])[C:15]([C:27]3[CH:32]=[CH:31][C:30]([Cl:33])=[CH:29][C:28]=3[F:34])([C:25]#[N:26])[CH:14]([CH2:35][C:36]([C:39]3[CH2:40][CH2:41][O:42][CH2:43][CH:44]=3)([CH3:38])[CH3:37])[NH:13]2)=[O:11])[CH2:4][O:3]1.Cl>O1CCCC1>[OH:6][C@H:5]([CH2:4][OH:3])[CH2:7][CH2:8][NH:9][C:10]([CH:12]1[CH:16]([C:17]2[CH:22]=[CH:21][CH:20]=[C:19]([Cl:23])[C:18]=2[F:24])[C:15]([C:27]2[CH:32]=[CH:31][C:30]([Cl:33])=[CH:29][C:28]=2[F:34])([C:25]#[N:26])[CH:14]([CH2:35][C:36]([C:39]2[CH2:40][CH2:41][O:42][CH2:43][CH:44]=2)([CH3:38])[CH3:37])[NH:13]1)=[O:11]. Run in O1CCCC1 (tetrahydrofuran). Reactants: CC1(OC[C@@H](O1)CCNC(=O)C1NC(C(C1C1=C(C(=CC=C1)Cl)F)(C#N)C1=C(C=C(C=C1)Cl)F)CC(C)(C)C=1CCOCC1)C (rac-(2R,3S,4R,5S)-3-(3-chloro-2-fluoro-phenyl)-4-(4-chloro-2-fluoro-phenyl)-4-cyano-5-[2-(3,6-dihydro-2H-pyran-4-yl)-2-methyl-propyl]-pyrrolidine-2-carboxylic acid [2-((S)-2,2-dimethyl-[1,3]dioxolan-4-yl)-ethyl]-amide), Cl (HCl). Starting materials: OC=1C=C(C(=O)O)C=CC1 (3-hydroxybenzoic acid), C(C)(=O)OC(C)=O (acetic anhydride). Run in O (water). Reaction conditions: time 3 hour. The product is C(C)(=O)OC=1C=C(C(=O)O)C=CC1 (3-acetoxybenzoic acid). Reaction SMILES: [OH:1][C:2]1[CH:3]=[C:4]([CH:8]=[CH:9][CH:10]=1)[C:5]([OH:7])=[O:6].[C:11](OC(=O)C)(=[O:13])[CH3:12]>O>[C:11]([O:1][C:2]1[CH:3]=[C:4]([CH:8]=[CH:9][CH:10]=1)[C:5]([OH:7])=[O:6])(=[O:13])[CH3:12]. Procedure: 3-hydroxybenzoic acid (24.7 grams, 0.2 mole) and acetic anhydride (40.8 grams, 0.4 mole) were mixed and heated to reflux for 3 hours. The reaction mixture was poured into water and stirred for 3 hours at room temperature. The product precipitated, was collected by filtration and recrystallized from chloroform. Yield was 21grams (58%) of white crystals. Melting point was 128°-129.5° C. Proton NMR conducted as in the preceeding preparation, but using (DMSO-d6) gave as peaks, in ppm: 2.24 (s,3H), 7... Starting materials: C[O-].[Na+] (sodium methoxide), C(C1=CC=C(C=C1)OC)=O (p-anisaldehyde), Cl.NC=1N(C=CN1)C (2-Amino-1-methylimidazole hydrochloride). The solvent is C(C)O (ethanol). The product is Cl.CN1C(=NC=C1)N=CC1=CC=C(C=C1)OC (N-(1-methylimidazol-2-yl)-4-methoxybenzylideneamine hydrochloride). Isolated yield 30.1%. Reaction SMILES: [ClH:1].[NH2:2][C:3]1[N:4]([CH3:8])[CH:5]=[CH:6][N:7]=1.C[O-].[Na+].[CH:12](=O)[C:13]1[CH:18]=[CH:17][C:16]([O:19][CH3:20])=[CH:15][CH:14]=1>C(O)C>[ClH:1].[CH3:8][N:4]1[CH:5]=[CH:6][N:7]=[C:3]1[N:2]=[CH:12][C:13]1[CH:18]=[CH:17][C:16]([O:19][CH3:20])=[CH:15][CH:14]=1 |f:0.1,2.3,6.7|. Procedure details: 2-Amino-1-methylimidazole hydrochloride (0.3 g) was dissolved in ethanol (4 ml), and sodium methoxide (28% methanol solution: 0.5 ml) and p-anisaldehyde (0.34 g) were added. The mixture was heated at reflux overnight. The solvent was evaporated. The residue was purified by silica gel column chromatography (eluent: methanol-chloroform=5:95), and the solvent in the desired fraction was evaporated. The precipitated pale yellow prisms were separated by filtration using hexane. The resulting crystals... Reactants: BrC=1C=CC(=C(C1)C1C2(C(NC(C1)=O)C1=C(C=CC(=C1)F)C)C(NC1=CC(=CC=C12)Cl)=O)OC(C)(C)C(=O)OCC (racemic (2′S,3S,4′R)-4′-[5-bromo-2-(1-ethoxycarbonyl-1-methyl-ethoxy)-phenyl]-6-chloro-2′-(5-fluoro-2-methyl-phenyl)spiro[3H-indole-3,3′-piperidine]-2,6′(1H)-dione), [OH-].[Na+] (NaOH). The solvent is CO (methanol), O (water). Conditions: temperature 70 celsius. Product: BrC=1C=CC(=C(C1)C1C2(C(NC(C1)=O)C1=C(C=CC(=C1)F)C)C(NC1=CC(=CC=C12)Cl)=O)OC(C)(C)C(=O)O (racemic (2′S,3S,4′R)-4′-[5-bromo-2-(1-hydroxycarbonyl-1-methyl-ethoxy)-phenyl]-6-chloro-2′-(5-fluoro-2-methyl-phenyl)spiro[3H-indole-3,3′-piperidine]-2,6′(1H)-dione). Isolated yield 64.1%. RXN SMILES: [Br:1][C:2]1[CH:3]=[CH:4][C:5]([O:33][C:34]([C:37]([O:39]CC)=[O:38])([CH3:36])[CH3:35])=[C:6]([CH:8]2[CH2:13][C:12](=[O:14])[NH:11][CH:10]([C:15]3[CH:20]=[C:19]([F:21])[CH:18]=[CH:17][C:16]=3[CH3:22])[C:9]32[C:30]2[C:25](=[CH:26][C:27]([Cl:31])=[CH:28][CH:29]=2)[NH:24][C:23]3=[O:32])[CH:7]=1.[OH-].[Na+]>CO.O>[Br:1][C:2]1[CH:3]=[CH:4][C:5]([O:33][C:34]([C:37]([OH:39])=[O:38])([CH3:36])[CH3:35])=[C:6]([CH:8]2[CH2:13][C:12](=[O:14])[NH:11][CH:10]([C:15]3[CH:20]=[C:19]([F:21])[CH:18]=[CH:17][C:16]=3[CH3:22])[C:9]32[C:30]2[C:25](=[CH:26][C:27]([Cl:31])=[CH:28][CH:29]=2)[NH:24][C:23]3=[O:32])[CH:7]=1 |f:1.2|. Procedure: To a mixture of racemic (2′S,3S,4′R)-4′-[5-bromo-2-(1-ethoxycarbonyl-1-methyl-ethoxy)-phenyl]-6-chloro-2′-(5-fluoro-2-methyl-phenyl)spiro[3H-indole-3,3′-piperidine]-2,6′(1H)-dione (120 mg, 0.19 mmol) in methanol (4 mL) was added a solution of NaOH (24 mg, 0.6 mmol) in water (2 mL). The mixture was heated at 70° C. for 3 h, evaporated to remove most of methanol, cooled to room temperature, and acidified to “pH” 1 with aqueous HCl solution. The precipitate was collected and dried to give product a... The reactants are ClC(COC(=O)Cl)(Cl)Cl (2,2,2-Trichloroethylchloroformate), C(C)C1SC=C(NC1=O)C (2-ethyl-5-methyl-2H-1,4-thiazin-3(4H)-one), N1=CC=CC=C1 (pyridine). The solvent is C(C)#N (acetonitrile). Conditions: temperature 0 celsius, time 30 minute. Yields the product C(C)C1SC(=C(NC1=O)C)C1C=CN(C=C1)C(=O)OCC(Cl)(Cl)Cl (2-ethyl-5-methyl-6-[1-(2,2,2-trichloroethoxycarbonyl)-1,4-dihydro-4-pyridinyl]-2H-1,4-thiazin-3(4H)-one). Reaction SMILES: [Cl:1][C:2]([Cl:9])([Cl:8])[CH2:3][O:4][C:5](Cl)=[O:6].[CH2:10]([CH:12]1[C:17](=[O:18])[NH:16][C:15]([CH3:19])=[CH:14][S:13]1)[CH3:11].[N:20]1[CH:25]=[CH:24][CH:23]=[CH:22][CH:21]=1>C(#N)C>[CH2:10]([CH:12]1[C:17](=[O:18])[NH:16][C:15]([CH3:19])=[C:14]([CH:23]2[CH:24]=[CH:25][N:20]([C:5]([O:4][CH2:3][C:2]([Cl:9])([Cl:8])[Cl:1])=[O:6])[CH:21]=[CH:22]2)[S:13]1)[CH3:11]. Procedure details: 2,2,2-Trichloroethylchloroformate (1.0 ml) was added dropwise to a solution of 2-ethyl-5-methyl-2H-1,4-thiazin-3(4H)-one (0.94 g) and pyridine (0.96 ml) in acetonitrile (30 ml) under ice-cooling, and the mixture was stirred at 0° C. for 30 minutes. Then the mixture was further stirred at ambient temperature for 18 hours. The solvent was removed under reduced pressure and the residue was extracted with ethyl acetate, was washed with water, 2N hydrochloric acid and water in the order named, and wa... Product: Cc1cc(I)ccc1N=C=S. As a reaction SMILES: [Cl:11][C:12]([Cl:13])=[S:14].[Cl:15][CH2:16][Cl:17].[I:1][c:2]1[cH:3][c:4]([CH3:9])[c:5]([NH2:6])[cH:7][cH:8]1.[OH2:10]>>[I:1][c:2]1[cH:3][c:4]([CH3:9])[c:5]([N:6]=[C:12]=[S:14])[cH:7][cH:8]1. Starting materials: S=C(Cl)Cl, ClCCl, Cc1cc(I)ccc1N, O. Reactants: C1(=CC=CC=C1)P(C1=CC=CC=C1)C1=CC=CC=C1 (triphenylphosphine), N(=NC(=O)OCC)C(=O)OCC (diethyl azodicarboxylate), OC1CN(C1)C=1SCCN1 (3-hydroxy-1-(thiazolin-2-yl)azetidine), C(C)(=S)O (thioacetic acid). Solvent: O1CCCC1 (tetrahydrofuran). Conditions: time 1 hour. Yields the product C(C)(=O)SC1CN(C1)C=1SCCN1 (3-acetylthio-1-(thiazolin-2-yl)azetidine). Yield: 65.0%. Reaction SMILES: C1(P(C2C=CC=CC=2)C2C=CC=CC=2)C=CC=CC=1.N(C(OCC)=O)=NC(OCC)=O.O[CH:33]1[CH2:36][N:35]([C:37]2[S:38][CH2:39][CH2:40][N:41]=2)[CH2:34]1.[C:42]([OH:45])(=[S:44])[CH3:43]>O1CCCC1>[C:42]([S:44][CH:33]1[CH2:36][N:35]([C:37]2[S:38][CH2:39][CH2:40][N:41]=2)[CH2:34]1)(=[O:45])[CH3:43]. Reported procedure: To a mixture solution of triphenylphosphine and diethyl azodicarboxylate in 10 ml of tetrahydrofuran was added a mixture of 119 mg of Compound (3) and thioacetic acid under ice-cooling, and the reaction mixture was stirred for 1 hour at the same condition, then for 1 hour at room temperature. After the reaction solvent was removed under reduced pressure, the resulting residue was purified by silica gel column chromatography (chloroform: ethanol=1:1) to give 107 mg (65%) of 3-acetylthio-1-(thiazo... The reactants are [O-]B([O-])OC1CC1, O=C1CCc2c(Br)cccc21, CC(=O)[O-], CC(=O)[O-], Cc1ccccc1, C1CCC(P(C2CCCCC2)C2CCCCC2)CC1, [K+], [K+], [K+], O, O=P([O-])([O-])[O-], [Pd+2]. The product is O=C1CCc2c1cccc2C1CC1. RXN SMILES: [B:12]([O-:13])([O-:17])[O:18][CH:14]1[CH2:15][CH2:16]1.[Br:1][c:2]1[c:3]2[c:7]([cH:8][cH:9][cH:10]1)[C:6](=[O:11])[CH2:5][CH2:4]2.[C:46]([O-:47])(=[O:48])[CH3:49].[C:51]([O-:52])(=[O:53])[CH3:54].[CH3:56][c:57]1[cH:58][cH:59][cH:60][cH:61][cH:62]1.[CH:27]1([P:28]([CH:29]2[CH2:30][CH2:31][CH2:32][CH2:33][CH2:34]2)[CH:35]2[CH2:36][CH2:37][CH2:38][CH2:39][CH2:40]2)[CH2:41][CH2:42][CH2:43][CH2:44][CH2:45]1.[K+:24].[K+:25].[K+:26].[OH2:55].[P:19]([O-:20])([O-:21])([O-:22])=[O:23].[Pd+2:50]>>[c:2]1([CH:14]2[CH2:15][CH2:16]2)[c:3]2[c:7]([cH:8][cH:9][cH:10]1)[C:6](=[O:11])[CH2:5][CH2:4]2. Starting materials: ClC=1C=C(C(C(=O)O)=CC1)NC (4-chloro-N-methyl anthranilic acid), C(C)(=O)O (acetic acid). The solvent is C(C)(=O)OC(C)=O (acetic anhydride). The product is ClC1=CC=C2C(=CC(N(C2=C1)C)=O)O (7-Chloro-4-hydroxy-1-methyl carbostyril). Reaction SMILES: [Cl:1][C:2]1[CH:3]=[C:4]([NH:11][CH3:12])[C:5](=[CH:9][CH:10]=1)[C:6]([OH:8])=O.[C:13](O)(=[O:15])[CH3:14]>C(OC(=O)C)(=O)C>[Cl:1][C:2]1[CH:3]=[C:4]2[C:5]([C:6]([OH:8])=[CH:14][C:13](=[O:15])[N:11]2[CH3:12])=[CH:9][CH:10]=1. Procedure details: Refluxing a solution of 4-chloro-N-methyl anthranilic acid (13.6g; 0.073 mole) in acetic acid (37 ml) and acetic anhydride (37 ml) for 6 hours and work up as described in Example 35(a) gave the title compound; m.p. (AcOH, EtOH) 308°-9°. (Found; C, 56.97; H, 4.03; N, 6.89 Cl, 16.82; C10H8NClO2 requires; C, 57.29; H, 3.85; N, 6.68; Cl, 16.91%). Reactants: COC(CCCCCCC(=O)O)=O (suberic acid monomethyl ester), ClCC(=O)OC(CCl)=O (monochloroacetic anhydride), S1C=CC=C1 (thiophene). Solvent: ClC(C)Cl (dichloroethane). Run at temperature 60 celsius, time 5 hour. The product is COC(=O)CCCCCCC(=O)C=1SC=CC1 (2-(7-methoxycarbonyl-1-oxoheptyl)thiophene). The yield is 90.4%. As a reaction SMILES: [CH3:1][O:2][C:3](=[O:13])[CH2:4][CH2:5][CH2:6][CH2:7][CH2:8][CH2:9][C:10]([OH:12])=O.ClCC(OC(=O)CCl)=O.[S:23]1[CH:27]=[CH:26][CH:25]=[CH:24]1>ClC(Cl)C>[CH3:1][O:2][C:3]([CH2:4][CH2:5][CH2:6][CH2:7][CH2:8][CH2:9][C:10]([C:24]1[S:23][CH:27]=[CH:26][CH:25]=1)=[O:12])=[O:13]. Procedure: In 50 ml of dichloroethane were dissolved 9.41 g (0.05 mole) of suberic acid monomethyl ester and 9.83 g (0.0575 mole) of monochloroacetic anhydride. To the resulting solution were added 5.47 g (0.065 mole) of thiophene and 0.71 g of boron trifluoride-diethyl ether complex and the resulting mixture was then stirred at 60° C. for 5 hours. After completion of the reaction, the reaction solution was cooled and washed successively with water, 5% aqueous sodium carbonate solution and water. The organ...